From a dataset of the Open Reaction Database (ORD), a public repository of structured organic reaction records. describe an organic reaction: reactants, conditions, products, and yield Reactants: BrC1=C(C=C2C(=C(N(C2=C1)C)CSC1=CC=CC=C1)C(=O)OCC)O (ethyl 6-bromo-5-hydroxy-1-methyl-2-phenylthiomethylindole-3-carboxylate), CN(C)CN(C)C (bis-dimethylaminomethane). The solvent is O (water). Yields the product BrC1=C(C(=C2C(=C(N(C2=C1)C)CSC1=CC=CC=C1)C(=O)OCC)CN(C)C)O (ethyl 6-bromo-5-hydroxy-4-dimethylaminomethyl-1-methyl-2-phenylthiomethylindole-3-carboxilate). Isolated yield 69.9%. RXN SMILES: [Br:1][C:2]1[CH:10]=[C:9]2[C:5]([C:6]([C:20]([O:22][CH2:23][CH3:24])=[O:21])=[C:7]([CH2:12][S:13][C:14]3[CH:19]=[CH:18][CH:17]=[CH:16][CH:15]=3)[N:8]2[CH3:11])=[CH:4][C:3]=1[OH:25].[CH3:26][N:27]([CH2:29]N(C)C)[CH3:28]>O>[Br:1][C:2]1[CH:10]=[C:9]2[C:5]([C:6]([C:20]([O:22][CH2:23][CH3:24])=[O:21])=[C:7]([CH2:12][S:13][C:14]3[CH:19]=[CH:18][CH:17]=[CH:16][CH:15]=3)[N:8]2[CH3:11])=[C:4]([CH2:26][N:27]([CH3:29])[CH3:28])[C:3]=1[OH:25]. Reported procedure: To a solution containing ethyl 6-bromo-5-hydroxy-1-methyl-2-phenylthiomethylindole-3-carboxylate (76.4 g, 0.18 mole) in 470 ml of diowane was added bis-dimethylaminomethane (50 ml, 0.36 mole). The reaction mixture was refluxed for 3 hours, cooled, diluted with a 3-4-fold amount of water. The precipitated crystalls were removed, washed with water and dried to give 60.1 g (70%) of ethyl 6-bromo-5-hydroxy-4-dimethylaminomethyl-1-methyl-2-phenylthiomethylindole-3-carboxilate; m.p. 125°-126° C. Reactants: CCOC(=O)c1sc(N)c(C#N)c1-c1ccc(I)cc1, CSc1ccccc1B(O)O, [Na+], [Na+], O=C([O-])[O-], C1COCCO1, c1ccc(P(c2ccccc2)(c2ccccc2)[Pd](P(c2ccccc2)(c2ccccc2)c2ccccc2)(P(c2ccccc2)(c2ccccc2)c2ccccc2)P(c2ccccc2)(c2ccccc2)c2ccccc2)cc1. Yields the product CCOC(=O)c1sc(N)c(C#N)c1-c1ccc(-c2ccccc2SC)cc1. RXN SMILES: [CH2:1]([CH3:2])[O:3][C:4](=[O:5])[c:6]1[s:7][c:8]([NH2:20])[c:9]([C:18]#[N:19])[c:10]1-[c:11]1[cH:12][cH:13][c:14]([I:17])[cH:15][cH:16]1.[CH3:21][S:22][c:23]1[c:24]([B:29]([OH:30])[OH:31])[cH:25][cH:26][cH:27][cH:28]1.[Na+:32].[Na+:33].[O-:34][C:35](=[O:36])[O-:37].[O:38]1[CH2:39][CH2:40][O:41][CH2:42][CH2:43]1.[cH:44]1[cH:45][cH:46][c:47]([P:48]([Pd:49]([P:50]([c:51]2[cH:52][cH:53][cH:54][cH:55][cH:56]2)([c:57]2[cH:58][cH:59][cH:60][cH:61][cH:62]2)[c:63]2[cH:64][cH:65][cH:66][cH:67][cH:68]2)([P:69]([c:70]2[cH:71][cH:72][cH:73][cH:74][cH:75]2)([c:76]2[cH:77][cH:78][cH:79][cH:80][cH:81]2)[c:82]2[cH:83][cH:84][cH:85][cH:86][cH:87]2)[P:88]([c:89]2[cH:90][cH:91][cH:92][cH:93][cH:94]2)([c:95]2[cH:96][cH:97][cH:98][cH:99][cH:100]2)[c:101]2[cH:102][cH:103][cH:104][cH:105][cH:106]2)([c:107]2[cH:108][cH:109][cH:110][cH:111][cH:112]2)[c:113]2[cH:114][cH:115][cH:116][cH:117][cH:118]2)[cH:119][cH:120]1>>[CH2:1]([CH3:2])[O:3][C:4](=[O:5])[c:6]1[s:7][c:8]([NH2:20])[c:9]([C:18]#[N:19])[c:10]1-[c:11]1[cH:12][cH:13][c:14](-[c:24]2[c:23]([S:22][CH3:21])[cH:28][cH:27][cH:26][cH:25]2)[cH:15][cH:16]1. Reactants: O=C([O-])[O-], CC#N, Oc1ncn(-c2cccc(F)n2)n1, [K+], [K+], CCOP(=S)(Cl)OCC. Product: CCOP(=S)(OCC)Oc1ncn(-c2cccc(F)n2)n1. Reaction SMILES: [C:14](=[O:15])([O-:16])[O-:17].[CH3:29][C:30]#[N:31].[F:1][c:2]1[cH:3][cH:4][cH:5][c:6](-[n:8]2[n:9][c:10]([OH:13])[n:11][cH:12]2)[n:7]1.[K+:18].[K+:19].[P:20]([O:21][CH2:22][CH3:23])([O:24][CH2:25][CH3:26])([Cl:27])=[S:28]>>[F:1][c:2]1[cH:3][cH:4][cH:5][c:6](-[n:8]2[n:9][c:10]([O:13][P:20]([O:21][CH2:22][CH3:23])([O:24][CH2:25][CH3:26])=[S:28])[n:11][cH:12]2)[n:7]1. The reactants are C1(=CC=CC=C1)C1=C2C(=NC=3C=CC=CC13)C1=CC=CC=C1C2=O (10-phenyl-11H-indeno[1,2-b]quinolin-11-one), CC1=CC=C(N(C2=CC=C(C=C2)C)C2=CC=CC=C2)C=C1 (4-methyl-N-phenyl-N-(p-tolyl)aniline), CS(=O)(=O)O.O=P12OP3(=O)OP(=O)(O1)OP(=O)(O2)O3 (Eaton's reagent). The solvent is ClCCl (dichloromethane). Product: C1(=CC=CC=C1)C1=C2C(=NC=3C=CC=CC13)C1=CC=CC=C1C2(C=2C=CC=1N(C3=CC=CC=C3C1C2)C2=CC=CC=C2)C=2C=CC=1N(C3=CC=CC=C3C1C2)C2=CC=CC=C2 (10-phenyl-11,11-bis(9-phenyl-9H-carbazol-3-yl)-11H-indeno[1,2-b]quinoline). Yield: 188.7%. As a reaction SMILES: [C:1]1([C:7]2[C:16]3[CH:15]=[CH:14][CH:13]=[CH:12][C:11]=3[N:10]=[C:9]3[C:17]4[C:22]([C:23](=O)[C:8]=23)=[CH:21][CH:20]=[CH:19][CH:18]=4)[CH:6]=[CH:5][CH:4]=[CH:3][CH:2]=1.CC1C=CC([N:30]([C:38]2C=CC=[CH:40][CH:39]=2)[C:31]2[CH:36]=[CH:35][C:34](C)=[CH:33][CH:32]=2)=CC=1.CS(O)(=O)=O.O=P12OP3(OP(OP(O3)(O1)=O)(=O)O2)=O>ClCCl>[C:1]1([C:7]2[C:16]3[CH:15]=[CH:14][CH:13]=[CH:12][C:11]=3[N:10]=[C:9]3[C:17]4[C:22]([C:23]([C:34]5[CH:35]=[CH:36][C:31]6[N:30]([C:6]7[CH:1]=[CH:2][CH:3]=[CH:4][CH:5]=7)[C:38]7[C:39]([C:32]=6[CH:33]=5)=[CH:40][CH:7]=[CH:8][CH:9]=7)([C:34]5[CH:33]=[CH:32][C:31]6[N:30]([C:11]7[CH:12]=[CH:13][CH:14]=[CH:15][CH:16]=7)[C:38]7[C:18]([C:36]=6[CH:35]=5)=[CH:17][CH:22]=[CH:40][CH:39]=7)[C:8]=23)=[CH:21][CH:20]=[CH:19][CH:18]=4)[CH:6]=[CH:5][CH:4]=[CH:3][CH:2]=1 |f:2.3|. Procedure: Referring to the reaction formula above, 10-phenyl-11H-indeno[1,2-b]quinolin-11-one (860 mg, 2.80 mmol) and 4-methyl-N-phenyl-N-(p-tolyl)aniline (1668 mg, 6.10 mmol) are placed in a round bottom flask and then dissolved in 5 ml of dichloromethane. Subsequently, 800 μl of Eaton's reagent is slowly dripped into the flask to promote reaction. After 12 hours of reaction at 100° C., the crude product is extracted with 20 ml of dichloromethane and sodium bicarbonate for three times. Finally, an organi...